This data is from the Open Reaction Database (ORD), a public repository of structured organic reaction records. The task is: describe an organic reaction: reactants, conditions, products, and yield Reactants: C(C)(C)C=1C=CC(=NC1)S(=O)(=O)N(C1=C(C=CC=C1)OC)CC(=O)O ([(5-isopropyl-pyridine-2-sulfonyl)-(2-methoxy-phenyl)-amino]-acetic acid), C(C)NCC (diethylamine). Yields the product C(C)N(C(CN(C1=C(C=CC=C1)OC)S(=O)(=O)C1=NC=C(C=C1)C(C)C)=O)CC (N,N-Diethyl-2-[(5-isopropyl-pyridine-2-sulfonyl)-(2-methoxy-phenyl)-amino]-acetamide). RXN SMILES: [CH:1]([C:4]1[CH:5]=[CH:6][C:7]([S:10]([N:13]([CH2:22][C:23]([OH:25])=O)[C:14]2[CH:19]=[CH:18][CH:17]=[CH:16][C:15]=2[O:20][CH3:21])(=[O:12])=[O:11])=[N:8][CH:9]=1)([CH3:3])[CH3:2].[CH2:26]([NH:28][CH2:29][CH3:30])[CH3:27]>>[CH2:26]([N:28]([CH2:29][CH3:30])[C:23](=[O:25])[CH2:22][N:13]([S:10]([C:7]1[CH:6]=[CH:5][C:4]([CH:1]([CH3:3])[CH3:2])=[CH:9][N:8]=1)(=[O:11])=[O:12])[C:14]1[CH:19]=[CH:18][CH:17]=[CH:16][C:15]=1[O:20][CH3:21])[CH3:27]. Procedure: prepared by reaction of [(5-isopropyl-pyridine-2-sulfonyl)-(2-methoxy-phenyl)-amino]-acetic acid with diethylamine Starting materials: C(C)(=O)N1C(C(C2=CC(=C(C=C12)OC)OC)=C(C1=CC=CC=C1)OCC)=O (1-acetyl-3-(1-ethoxy-1-phenyl-methylidene)-5,6-dimethoxy-2-indolinone), N1N=NN=C1C1=CC=C(N)C=C1 (4-tetrazol-5-yl-aniline). Yields the product N1N=NN=C1C1=CC=C(N\C(\C2=CC=CC=C2)=C\2/C(NC3=CC(=C(C=C23)OC)OC)=O)C=C1 (3-(Z)-{1-[4-(tetrazol-5-yl)-anilino]-1-phenyl-methylidene}-5,6-dimethoxy-2-indolinone). RXN SMILES: C([N:4]1[C:12]2[C:7](=[CH:8][C:9]([O:15][CH3:16])=[C:10]([O:13][CH3:14])[CH:11]=2)[C:6](=[C:17](OCC)[C:18]2[CH:23]=[CH:22][CH:21]=[CH:20][CH:19]=2)[C:5]1=[O:27])(=O)C.[NH:28]1[C:32]([C:33]2[CH:39]=[CH:38][C:36]([NH2:37])=[CH:35][CH:34]=2)=[N:31][N:30]=[N:29]1>>[NH:31]1[C:32]([C:33]2[CH:39]=[CH:38][C:36]([NH:37]/[C:17](=[C:6]3\[C:5](=[O:27])[NH:4][C:12]4[C:7]\3=[CH:8][C:9]([O:15][CH3:16])=[C:10]([O:13][CH3:14])[CH:11]=4)/[C:18]3[CH:19]=[CH:20][CH:21]=[CH:22][CH:23]=3)=[CH:35][CH:34]=2)=[N:28][N:29]=[N:30]1. Procedure: Prepared from 1-acetyl-3-(1-ethoxy-1-phenyl-methylidene)-5,6-dimethoxy-2-indolinone and 4-tetrazol-5-yl-aniline The reactants are CO, COC(OC)OC, O=Cc1ccc(C=CC(=O)O)cc1. The product is O=C(O)C=Cc1ccc(C(=O)O)cc1. As a reaction SMILES: [CH3:21][OH:22].[CH:14]([O:15][CH3:20])([O:16][CH3:17])[O:18][CH3:19].[CH:1](=[O:2])[c:3]1[cH:4][cH:5][c:6]([CH:7]=[CH:8][C:9](=[O:10])[OH:11])[cH:12][cH:13]1>>[C:1](=[O:2])([c:3]1[cH:4][cH:5][c:6]([CH:7]=[CH:8][C:9](=[O:10])[OH:11])[cH:12][cH:13]1)[OH:15]. Starting materials: FC(C(=O)O)(F)F.FC(C(=O)O)(F)F.FC(C(=O)O)(F)F.ClC=1C=NC=2NC=3C=NC=C(CCC4=C(C=CC(NC1N2)=C4)NC(C[C@H]4CNCC4)=O)C3 (N-[6-chloro-2,4,8,18,22-pentaazatetracyclo[14.3.1.1(3,7).1(9,13)]docosa-1(20),3(22),4,6,9(21),10,12,16,18-nonaen-12-yl]-2-[(3S)-pyrrolidin-3-yl]acetamide tris(trifluoroacetate)), C(=O)(O)C=1N=NNC1 (4-carboxy-1,2,3-triazole). Product: FC(C(=O)O)(F)F.FC(C(=O)O)(F)F.ClC=1C=NC=2NC=3C=NC=C(CCC4=C(C=CC(NC1N2)=C4)NC(C[C@H]4CN(CC4)C(=O)C=4N=NNC4)=O)C3 (N-[6-Chloro-2,4,8,18,22-pentaazatetracyclo[14.3.1.1(3,7).1(9,13)]docosa-1(20),3(22),4,6,9(21),10,12,16,18-nonaen-12-yl]-2-[(3S)-1-(1H-1,2,3-triazol-4-ylcarbonyl)pyrrolidin-3-yl]acetamide bis(trifluoroacetate)). Yield: 87.0%. RXN SMILES: [F:1][C:2]([F:7])([F:6])[C:3]([OH:5])=[O:4].[F:8][C:9]([F:14])([F:13])[C:10]([OH:12])=[O:11].FC(F)(F)C(O)=O.[Cl:22][C:23]1[CH:24]=[N:25][C:26]2[NH:27][C:28]3[CH:29]=[N:30][CH:31]=[C:32]([CH:53]=3)[CH2:33][CH2:34][C:35]3[CH:43]=[C:39]([NH:40][C:41]=1[N:42]=2)[CH:38]=[CH:37][C:36]=3[NH:44][C:45](=[O:52])[CH2:46][C@@H:47]1[CH2:51][CH2:50][NH:49][CH2:48]1.[C:54]([C:57]1[N:58]=[N:59][NH:60][CH:61]=1)(O)=[O:55]>>[F:1][C:2]([F:7])([F:6])[C:3]([OH:5])=[O:4].[F:8][C:9]([F:14])([F:13])[C:10]([OH:12])=[O:11].[Cl:22][C:23]1[CH:24]=[N:25][C:26]2[NH:27][C:28]3[CH:29]=[N:30][CH:31]=[C:32]([CH:53]=3)[CH2:33][CH2:34][C:35]3[CH:43]=[C:39]([NH:40][C:41]=1[N:42]=2)[CH:38]=[CH:37][C:36]=3[NH:44][C:45](=[O:52])[CH2:46][C@@H:47]1[CH2:51][CH2:50][N:49]([C:54]([C:57]2[N:58]=[N:59][NH:60][CH:61]=2)=[O:55])[CH2:48]1 |f:0.1.2.3,5.6.7|. Procedure: The desired compound was prepared according to the procedure of Example D97, step A, using N-[6-chloro-2,4,8,18,22-pentaazatetracyclo[14.3.1.1(3,7).1(9,13)]docosa-1(20),3(22),4,6,9(21),10,12,16,18-nonaen-12-yl]-2-[(3S)-pyrrolidin-3-yl]acetamide tris(trifluoroacetate) and 4-carboxy-1,2,3-triazole as the starting materials in 87% yield. LCMS for C26H26ClN10O2 (M+H)+: m/z=545.0.